This data is from the Open Reaction Database (ORD), a public repository of structured organic reaction records. The task is: describe an organic reaction: reactants, conditions, products, and yield Starting materials: FC1=CC=C(CNC(CN2C(N(CC2)C=2SC(=C(N2)C)C(=O)OCC)=O)=O)C=C1 (ethyl 2-(3-(2-(4-fluorobenzylamino)-2-oxoethyl)-2-oxoimidazolidin-1-yl)-4-methylthiazole-5-carboxylate), CC=1N=C(SC1C(=O)OCC)N1C(N(CC1)CC(=O)NC)=O (ethyl 4-methyl-2-(3-(2-(methylamino)-2-oxoethyl)-2-oxoimidazolidin-1-yl)thiazole-5-carboxylate). Yields the product CC=1N=C(SC1C(=O)O)N1C(N(CC1)CC(=O)NC)=O (4-methyl-2-(3-(2-(methylamino)-2-oxoethyl)-2-oxoimidazolidin-1-yl)thiazole-5-carboxylic acid). Reaction SMILES: FC1C=CC([CH2:6][NH:7][C:8](=[O:27])[CH2:9][N:10]2[CH2:14][CH2:13][N:12]([C:15]3[S:16][C:17]([C:21]([O:23]CC)=[O:22])=[C:18]([CH3:20])[N:19]=3)[C:11]2=[O:26])=CC=1.CC1N=C(N2CCN(CC(NC)=O)C2=O)SC=1C(OCC)=O>>[CH3:20][C:18]1[N:19]=[C:15]([N:12]2[CH2:13][CH2:14][N:10]([CH2:9][C:8]([NH:7][CH3:6])=[O:27])[C:11]2=[O:26])[S:16][C:17]=1[C:21]([OH:23])=[O:22]. Procedure: Following the procedure as described in Preparation 9, making variations as required to replace ethyl 2-(3-(2-(4-fluorobenzylamino)-2-oxoethyl)-2-oxoimidazolidin-1-yl)-4-methylthiazole-5-carboxylate with ethyl 4-methyl-2-(3-(2-(methylamino)-2-oxoethyl)-2-oxoimidazolidin-1-yl)thiazole-5-carboxylate, the crude title compound was obtained.